Dataset: the Open Reaction Database (ORD), a public repository of structured organic reaction records. Task: describe an organic reaction: reactants, conditions, products, and yield Starting materials: C(C)(C)(C)C(=O)NC1=NC=CC(=C1)C (2-tert-butylcarbonylamino-4-picoline), CSSC (dimethyl disulfide), C(C)(C)(C)[Li] (tert-butyllithium). Run in C(C)OCC (ethyl ether), O (water), C(C)OCC (ethyl ether). Reaction conditions: temperature -78 celsius, time 3 hour. The product is title compound, C(C)(C)(C)C(=O)NC1=NC=CC(=C1)CSC (2-tert-butylcarbonylamino-4-methylthiomethylpyridine). Reaction SMILES: [C:1]([C:5]([NH:7][C:8]1[CH:13]=[C:12]([CH3:14])[CH:11]=[CH:10][N:9]=1)=[O:6])([CH3:4])([CH3:3])[CH3:2].C([Li])(C)(C)C.[CH3:20][S:21]SC>C(OCC)C.O>[C:1]([C:5]([NH:7][C:8]1[CH:13]=[C:12]([CH2:14][S:21][CH3:20])[CH:11]=[CH:10][N:9]=1)=[O:6])([CH3:4])([CH3:3])[CH3:2]. Procedure details: A solution of 2-tert-butylcarbonylamino-4-picoline (Step A, 250 mg) in anhydrous ethyl ether (5 mL) was cooled to -78° C. and treated with tert-butyllithium (1.7 mL, 1.7 M), and stirred at -78° C. for 3 hrs. To this was added dimethyl disulfide (0. 177 mL) and the reaction was allowed to warm to room temperature. The mixture was diluted with water and ethyl ether. The aqueous layer was extracted with ether. The combined organic layers were washed with saturated sodium chloride, dried over sodium... Reactants: CCCCc1cc2ccccc2o1, ClCCl, CN(C)C=O. The product is CCCCc1oc2ccccc2c1C=O. RXN SMILES: [CH2:6]([CH2:7][CH2:8][CH3:9])[c:10]1[o:11][c:12]2[c:13]([cH:14]1)[cH:15][cH:16][cH:17][cH:18]2.[Cl:19][CH2:20][Cl:21].[O:1]=[CH:2][N:3]([CH3:4])[CH3:5]>>[O:1]=[CH:2][c:14]1[c:10]([CH2:6][CH2:7][CH2:8][CH3:9])[o:11][c:12]2[c:13]1[cH:15][cH:16][cH:17][cH:18]2. The reactants are C(C)OC(=O)[C@H]1CN(C[C@@H]1C(NC1=CC=C(C=C1)Cl)=O)S(=O)(=O)C ((3R,4R)-4-(4-Chloro-phenylcarbamoyl)-1-methanesulfonyl-pyrrolidine-3-carboxylic acid ethyl ester), LiOH monohydrate. Solvent: O1CCOCC1.O (1,4-dioxane water). Reaction conditions: temperature 25 celsius. Yields the product ClC1=CC=C(C=C1)NC(=O)[C@@H]1[C@H](CN(C1)S(=O)(=O)C)C(=O)O ((3R,4R)-4-(4-Chloro-phenylcarbamoyl)-1-methanesulfonyl-pyrrolidine-3-carboxylic acid). RXN SMILES: C([O:3][C:4]([C@@H:6]1[C@@H:10]([C:11](=[O:20])[NH:12][C:13]2[CH:18]=[CH:17][C:16]([Cl:19])=[CH:15][CH:14]=2)[CH2:9][N:8]([S:21]([CH3:24])(=[O:23])=[O:22])[CH2:7]1)=[O:5])C>O1CCOCC1.O>[Cl:19][C:16]1[CH:17]=[CH:18][C:13]([NH:12][C:11]([C@H:10]2[CH2:9][N:8]([S:21]([CH3:24])(=[O:23])=[O:22])[CH2:7][C@@H:6]2[C:4]([OH:5])=[O:3])=[O:20])=[CH:14][CH:15]=1 |f:1.2|. Procedure: Compound 39d (0.9 g; 2.4 mmol) is dissolved in a mixture of 1,4-dioxane/water (1:1; 15 ml). LiOH monohydrate (0.302 g; 7.2 mmol) is added as a solid and the mixture is stirred for 18 at 25° C. The mixture is evaporated to dryness and dissolved in ethyl acetate and the product is extracted with saturated aqueous Na2CO3 solution. The aqueous phase is cooled to 10° C. and acidified with 25% aqueous HCl solution until pH=1. The product is extracted several times with ethylacetate (3×100 ml). The com... Starting materials: O=C(O)Cc1ccc(Br)cc1, CC(C)N, C1CCOC1. The product is CC(C)NC(=O)Cc1ccc(Br)cc1. Reaction SMILES: [Br:1][c:2]1[cH:3][cH:4][c:5]([CH2:8][C:9](=[O:10])[OH:11])[cH:6][cH:7]1.[CH3:12][CH:13]([CH3:14])[NH2:15].[O:16]1[CH2:17][CH2:18][CH2:19][CH2:20]1>>[Br:1][c:2]1[cH:3][cH:4][c:5]([CH2:8][C:9](=[O:11])[NH:15][CH:13]([CH3:12])[CH3:14])[cH:6][cH:7]1. Reactants: ClC(C=1SC(=NN1)C(Cl)(Cl)Cl)(Cl)Cl (2,5-bis-trichloromethyl-1,3,4-thiadiazole), S(O)(O)(=O)=O (sulfuric acid). The product is ClC(C=1SC=NN1)(Cl)Cl (2-trichloromethyl-1,3,4-thiadiazole). The yield is 83.0%. Reaction SMILES: [Cl:1][C:2]([Cl:13])([Cl:12])[C:3]1[S:4][C:5](C(Cl)(Cl)Cl)=[N:6][N:7]=1.S(=O)(=O)(O)O>>[Cl:1][C:2]([Cl:13])([Cl:12])[C:3]1[S:4][CH:5]=[N:6][N:7]=1. Procedure details: 6.4 parts by weight of 2,5-bis-trichloromethyl-1,3,4-thiadiazole is heated in 30 parts by volume of 91% sulfuric acid for 6 minutes at 175° to 185° C. The reaction mixture is subsequently poured carefully on to ice and the precipitated solid is filtered off. The reaction product is washed with water and treated with 20 parts by volume of methanol, and the minor amounts of undissolved starting material are filtered off. Concentration of the methanolic solution gives 3.4 parts (83% of theory) of 2... Starting materials: CC(C(=O)N)(C)C (2,2,2-trimethylacetamide), C(C(=O)Cl)(=O)Cl (oxalyl chloride), C(C)(C)(C)OC(=O)N(C1=CC=C(C=N1)C1=NC=CC(=C1)OC=1C=NC(=CC1)N)C(=O)OC(C)(C)C (6′-(bis(tert-butoxycarbonyl)amino)-4-((6-aminopyridin-3-yl)oxy)-[2,3′-bipyridine]), TEA. The solvent is ClCCCl (DCE), [Cl-].[Na+].O (brine), C(Cl)Cl (DCM). Reaction conditions: time 1 hour. The product is C(C)(C)(C)OC(=O)N(C1=CC=C(C=N1)C1=NC=CC(=C1)OC=1C=CC(=NC1)NC(=O)NC(C(C)(C)C)=O)C(=O)OC(C)(C)C (N-((5-((6′-(bis(tert-butoxycarbonyl)amino)-[2,3′-bipyridin]-4-yl)oxy)pyridin-2-yl)carbamoyl)pivalamide). Yield: 90.9%. RXN SMILES: [CH3:1][C:2]([CH3:7])([CH3:6])[C:3]([NH2:5])=[O:4].C(Cl)(=O)[C:9](Cl)=[O:10].[C:14]([O:18][C:19]([N:21]([C:42]([O:44][C:45]([CH3:48])([CH3:47])[CH3:46])=[O:43])[C:22]1[N:27]=[CH:26][C:25]([C:28]2[CH:33]=[C:32]([O:34][C:35]3[CH:36]=[N:37][C:38]([NH2:41])=[CH:39][CH:40]=3)[CH:31]=[CH:30][N:29]=2)=[CH:24][CH:23]=1)=[O:20])([CH3:17])([CH3:16])[CH3:15]>ClCCCl.C(Cl)Cl.[Cl-].[Na+].O>[C:45]([O:44][C:42]([N:21]([C:19]([O:18][C:14]([CH3:17])([CH3:16])[CH3:15])=[O:20])[C:22]1[N:27]=[CH:26][C:25]([C:28]2[CH:33]=[C:32]([O:34][C:35]3[CH:40]=[CH:39][C:38]([NH:41][C:9]([NH:5][C:3](=[O:4])[C:2]([CH3:7])([CH3:6])[CH3:1])=[O:10])=[N:37][CH:36]=3)[CH:31]=[CH:30][N:29]=2)=[CH:24][CH:23]=1)=[O:43])([CH3:48])([CH3:47])[CH3:46] |f:5.6.7|. Procedure: A solution of 2,2,2-trimethylacetamide (0.084 g, 0.834 mmol) in DCE (3 mL) was treated with oxalyl chloride (0.073 mL, 0.834 mmol), stirred at RT for 1 h, then heated at 75° C. for 3 h. The mixture was cooled to RT, treated with a solution of 6′-(bis(tert-butoxycarbonyl)amino)-4-((6-aminopyridin-3-yl)oxy)-[2,3′-bipyridine](0.2 g, 0.417 mmol) and TEA (0.174 mL, 1.251 mmol) in DCM (3 mL) and stirred at RT for 2 h. The mixture was treated with brine, extracted with DCM (2×) and the combined organic... Starting materials: Cc1ccccc1, COc1ccc(C2CCCCC2)cc1N=C=O, CNc1nccc(-c2cccnc2Oc2ccc(N)cc2C)n1. The product is CNc1nccc(-c2cccnc2Oc2ccc(NC(=O)Nc3cc(C4CCCCC4)ccc3OC)cc2C)n1. RXN SMILES: [CH3:41][c:42]1[cH:43][cH:44][cH:45][cH:46][cH:47]1.[CH:1]1([c:7]2[cH:8][c:9]([N:15]=[C:16]=[O:17])[c:10]([O:13][CH3:14])[cH:11][cH:12]2)[CH2:2][CH2:3][CH2:4][CH2:5][CH2:6]1.[NH2:18][c:19]1[cH:20][c:21]([CH3:40])[c:22]([O:23][c:24]2[n:25][cH:26][cH:27][cH:28][c:29]2-[c:30]2[n:31][c:32]([NH:36][CH3:37])[n:33][cH:34][cH:35]2)[cH:38][cH:39]1>>[CH:1]1([c:7]2[cH:8][c:9]([NH:15][C:16](=[O:17])[NH:18][c:19]3[cH:20][c:21]([CH3:40])[c:22]([O:23][c:24]4[n:25][cH:26][cH:27][cH:28][c:29]4-[c:30]4[n:31][c:32]([NH:36][CH3:37])[n:33][cH:34][cH:35]4)[cH:38][cH:39]3)[c:10]([O:13][CH3:14])[cH:11][cH:12]2)[CH2:2][CH2:3][CH2:4][CH2:5][CH2:6]1.